This data is from the Open Reaction Database (ORD), a public repository of structured organic reaction records. The task is: describe an organic reaction: reactants, conditions, products, and yield Reactants: N[C@@H]1C(N([C@@H]1COC(N)=O)S(=O)(=O)O)=O.[Na] ((3S,4S)-3-amino-4-carbamoyloxymethyl-2-oxo-1-azetidine-sulfonic acid sodium), S1C(=NC2=C1C=CC=C2)SOC(\C(=N/OC(C)(C)C(=O)OC(C)(C)C)\C=2N=C(SC2)N)=O ((Z)-2-(2-amino-4-thiazolyl)-2-[[1-(t-butoxycarbonyl)-1-methylethoxy]imino]-acetic acid 2-benzthiazolyl-thioester). Solvent: CC(=O)C.O (acetone water). The product is NC=1SC=C(N1)/C(/C(=O)N[C@@H]1C(N([C@@H]1COC(N)=O)S(=O)(=O)O)=O)=N/OC(C)(C)C(=O)OC(C)(C)C.[Na] ((3S,4S)-3-[(2-amino-4-thiazolyl)-2-(Z)-[[1-(t-butoxycarbonyl)-1-methylethoxy]imino]-acetamido]-4-carbamoyloxymethyl-2-oxo-1-azetidinesulfonic acid sodium). Reaction SMILES: [NH2:1][C@H:2]1[C@@H:5]([CH2:6][O:7][C:8](=[O:10])[NH2:9])[N:4]([S:11]([OH:14])(=[O:13])=[O:12])[C:3]1=[O:15].[Na:16].S1C2C=CC=CC=2N=C1S[O:27][C:28](=O)/[C:29](/[C:42]1[N:43]=[C:44]([NH2:47])[S:45][CH:46]=1)=[N:30]\[O:31][C:32]([C:35]([O:37][C:38]([CH3:41])([CH3:40])[CH3:39])=[O:36])([CH3:34])[CH3:33]>CC(C)=O.O>[NH2:47][C:44]1[S:45][CH:46]=[C:42](/[C:29](=[N:30]/[O:31][C:32]([C:35]([O:37][C:38]([CH3:41])([CH3:40])[CH3:39])=[O:36])([CH3:34])[CH3:33])/[C:28]([NH:1][C@H:2]2[C@@H:5]([CH2:6][O:7][C:8](=[O:10])[NH2:9])[N:4]([S:11]([OH:14])(=[O:12])=[O:13])[C:3]2=[O:15])=[O:27])[N:43]=1.[Na:16] |f:0.1,3.4,5.6,^1:15,89|. Procedure: 1.62 g of (3S,4S)-3-amino-4-carbamoyloxymethyl-2-oxo-1-azetidine-sulfonic acid-sodium salt in 180 ml of acetone-water (2:1) are stirred with 3.87 g of (Z)-2-(2-amino-4-thiazolyl)-2-[[1-(t-butoxycarbonyl)-1-methylethoxy]imino]-acetic acid 2-benzthiazolyl-thioester at room temperature for 15 hours. After removal of the acetone in vacuo and the addition of 50 ml of water, crystals are obtained which are washed with water. The mother liquor is evaporated under reduced pressure at 37° C. and chromato... Reactants: ClC=1C=C(C#N)C=CC1[N+](=O)[O-] (3-chloro-4-nitrobenzonitrile), NC1=CC=C(C=C1)CCO (4-aminophenylethyl alcohol). The product is OCCC1=CC=C(NO)C=C1.[N+](=O)([O-])C1=CC=C(C#N)C=C1 (4-(2-Hydroxyethyl)anilinol 4-nitrobenzonitrile). Reaction SMILES: Cl[C:2]1[CH:3]=[C:4]([CH:7]=[CH:8][C:9]=1[N+:10]([O-:12])=[O:11])[C:5]#[N:6].NC1C=CC(C[CH2:21][OH:22])=CC=1>>[OH:22][CH2:21][CH2:5][C:4]1[CH:3]=[CH:2][C:9]([NH:10][OH:12])=[CH:8][CH:7]=1.[N+:10]([C:9]1[CH:2]=[CH:3][C:4]([C:5]#[N:6])=[CH:7][CH:8]=1)([O-:12])=[O:11] |f:2.3|. Procedure: The title compound was prepared according to the procedure described in step 3 of Example 1 from 3-chloro-4-nitrobenzonitrile (Tsuji, K. Chem. Pharm. Bull. 1992, 40, 2399) and 4-aminophenylethyl alcohol.